From a dataset of the Open Reaction Database (ORD), a public repository of structured organic reaction records. describe an organic reaction: reactants, conditions, products, and yield Reactants: ClCC1=CC=CC2=CC=CC=C12 (1-Chloromethyinaphthalene), [C-]#N.[K+] (potassium cyanide). Reagents/catalysts: [I-].[K+] (potassium iodide). Run in CN(C)C=O (N,N'-dimethylformamide). Conditions: time 16 hour. Yields the product C1(=CC=CC2=CC=CC=C12)CC#N (1-naphtylacetonitrile). Yield: 98.0%. Reaction SMILES: Cl[CH2:2][C:3]1[C:12]2[C:7](=[CH:8][CH:9]=[CH:10][CH:11]=2)[CH:6]=[CH:5][CH:4]=1.[C-:13]#[N:14].[K+]>CN(C=O)C.[I-].[K+]>[C:3]1([CH2:2][C:13]#[N:14])[C:12]2[C:7](=[CH:8][CH:9]=[CH:10][CH:11]=2)[CH:6]=[CH:5][CH:4]=1 |f:1.2,4.5|. Procedure: 1-Chloromethyinaphthalene (5.00 ml, 33 mmol) was dissolved in N,N'-dimethylformamide (50 ml) and potassium cyanide (4.31 g, 66 mmol) and potassium iodide (0.1 g) were added and the resulting mixture was stirred at room temperature for 16 hours. The reaction mixture was partitioned between water (150 ml) and diethyl ether (2×100 ml). The combined organic phases were washed with water (100 ml), dried (MgSO4), filtered and concentrated in vacuo affording 5.41 g (98%) of 1-naphtylacetonitrile as an ... Starting materials: CCC(COC)Nc1nccc(Cl)c1[N+](=O)[O-], Cl, O. Product: CCC(COC)Nc1nccc(Cl)c1N. RXN SMILES: [Cl:1][c:2]1[c:3]([N+:15]([O-:16])=[O:17])[c:4]([NH:8][CH:9]([CH2:10][CH3:11])[CH2:12][O:13][CH3:14])[n:5][cH:6][cH:7]1.[ClH:19].[OH2:18]>>[Cl:1][c:2]1[c:3]([NH2:15])[c:4]([NH:8][CH:9]([CH2:10][CH3:11])[CH2:12][O:13][CH3:14])[n:5][cH:6][cH:7]1. Reactants: CC(C(=O)O)C(=O)NCc1cccc(C(F)(F)F)c1, CN1C(=O)C(N)N=C(c2ccccc2)c2ccccc21. Product: CC(C(=O)NCc1cccc(C(F)(F)F)c1)C(=O)NC1N=C(c2ccccc2)c2ccccc2N(C)C1=O. Reaction SMILES: [CH3:21][CH:22]([C:23](=[O:24])[OH:25])[C:26](=[O:27])[NH:28][CH2:29][c:30]1[cH:31][c:32]([C:36]([F:37])([F:38])[F:39])[cH:33][cH:34][cH:35]1.[NH2:1][CH:2]1[C:3](=[O:20])[N:4]([CH3:19])[c:5]2[c:6]([cH:15][cH:16][cH:17][cH:18]2)[C:7]([c:9]2[cH:10][cH:11][cH:12][cH:13][cH:14]2)=[N:8]1>>[NH:1]([CH:2]1[C:3](=[O:20])[N:4]([CH3:19])[c:5]2[c:6]([cH:15][cH:16][cH:17][cH:18]2)[C:7]([c:9]2[cH:10][cH:11][cH:12][cH:13][cH:14]2)=[N:8]1)[C:23]([CH:22]([CH3:21])[C:26](=[O:27])[NH:28][CH2:29][c:30]1[cH:31][c:32]([C:36]([F:37])([F:38])[F:39])[cH:33][cH:34][cH:35]1)=[O:24]. Starting materials: CCCCC1Cc2c(ccc(OC)c2C)C1=O, CCOC(C)=O, C=CC(=O)CC, C1CCC2=NCCCN2CC1, C1CCOC1. Product: CCCCC1(CCC(=O)CC)Cc2c(ccc(OC)c2C)C1=O. As a reaction SMILES: [CH2:1]([CH2:2][CH2:3][CH3:4])[CH:5]1[C:6](=[O:17])[c:7]2[cH:8][cH:9][c:10]([O:15][CH3:16])[c:11]([CH3:14])[c:12]2[CH2:13]1.[CH3:40][CH2:41][O:42][C:43]([CH3:44])=[O:45].[CH:18](=[CH2:19])[C:20](=[O:21])[CH2:22][CH3:23].[N:24]12[CH2:25][CH2:26][CH2:27][N:28]=[C:29]1[CH2:30][CH2:31][CH2:32][CH2:33][CH2:34]2.[O:35]1[CH2:36][CH2:37][CH2:38][CH2:39]1>>[CH2:1]([CH2:2][CH2:3][CH3:4])[C:5]1([CH2:19][CH2:18][C:20](=[O:21])[CH2:22][CH3:23])[C:6](=[O:17])[c:7]2[cH:8][cH:9][c:10]([O:15][CH3:16])[c:11]([CH3:14])[c:12]2[CH2:13]1. Starting materials: COC1=C(C=CC=C1)CC1=NC2=C(C(O1)=O)C=CC=C2 (2-(2-methoxyphenylmethyl)-4H-3,1-benzoxazine-4-one), COC=1C=C(C=CC1OC)CCN(C)CCN (2-[[N-[2-(3,4-dimethoxyphenyl)ethyl]-N-methylamino]]ethyl-amine). Solvent: C=1(C(=CC=CC1)C)C (xylene). Yields the product COC1=C(C=CC=C1)CC1=NC2=CC=CC=C2C(N1CCN(C)CCC1=CC(=C(C=C1)OC)OC)=O (2-(2-methoxyphenylmethyl)-3-[2-{N-(3,4-dimethoxyphenylethyl)-N-methylamino}ethyl]-4(3H)-quinazolinone). Yield: 21.9%. Reaction SMILES: [CH3:1][O:2][C:3]1[CH:8]=[CH:7][CH:6]=[CH:5][C:4]=1[CH2:9][C:10]1O[C:14](=[O:16])[C:13]2[CH:17]=[CH:18][CH:19]=[CH:20][C:12]=2[N:11]=1.[CH3:21][O:22][C:23]1[CH:24]=[C:25]([CH2:31][CH2:32][N:33]([CH2:35][CH2:36][NH2:37])[CH3:34])[CH:26]=[CH:27][C:28]=1[O:29][CH3:30]>C1(C)C(C)=CC=CC=1>[CH3:1][O:2][C:3]1[CH:8]=[CH:7][CH:6]=[CH:5][C:4]=1[CH2:9][C:10]1[N:37]([CH2:36][CH2:35][N:33]([CH2:32][CH2:31][C:25]2[CH:26]=[CH:27][C:28]([O:29][CH3:30])=[C:23]([O:22][CH3:21])[CH:24]=2)[CH3:34])[C:14](=[O:16])[C:13]2[C:12](=[CH:20][CH:19]=[CH:18][CH:17]=2)[N:11]=1. Procedure: 268 mg (1 mmol) of 2-(2-methoxyphenylmethyl)-4H-3,1-benzoxazine-4-one and 238 mg (1 mmol) of 2-[[N-[2-(3,4-dimethoxyphenyl)ethyl]-N-methylamino]]ethyl-amine were heated in xylene (10 ml) under reflux for 10 hours . After the xylene was distilled off, the residue obtained was purified by silica gel column chromatography (eluent; 2% ethanol/chloroform) to obtain 107 mg (52%) of 2-(2-methoxyphenylmethyl)-3-[2-{N-(3,4-dimethoxyphenylethyl)-N-methylamino}ethyl]-4(3H)-quinazolinone as an oily substanc...